From a dataset of the Open Reaction Database (ORD), a public repository of structured organic reaction records. describe an organic reaction: reactants, conditions, products, and yield The reactants are SC1=NC2=CC=CC=C2C(N1C1=CC=CC=C1)=O (2-mercapto-3-phenyl-4(3H)-quinazolinone), ClCCN1CCOCC1 (N-(2-chloroethyl)morpholine). The product is O1CCN(CC1)CCSC1=NC2=CC=CC=C2C(N1C1=CC=CC=C1)=O (2-(2-Morpholinoethylthio)-3-phenyl-4(3H)-quinazolinone). Isolated yield 49.8%. Reaction SMILES: [SH:1][C:2]1[N:11]([C:12]2[CH:17]=[CH:16][CH:15]=[CH:14][CH:13]=2)[C:10](=[O:18])[C:9]2[C:4](=[CH:5][CH:6]=[CH:7][CH:8]=2)[N:3]=1.Cl[CH2:20][CH2:21][N:22]1[CH2:27][CH2:26][O:25][CH2:24][CH2:23]1>>[O:25]1[CH2:26][CH2:27][N:22]([CH2:21][CH2:20][S:1][C:2]2[N:11]([C:12]3[CH:13]=[CH:14][CH:15]=[CH:16][CH:17]=3)[C:10](=[O:18])[C:9]3[C:4](=[CH:5][CH:6]=[CH:7][CH:8]=3)[N:3]=2)[CH2:23][CH2:24]1. Reported procedure: The title compound was prepared in a yield of 49.8%, using 2-mercapto-3-phenyl-4(3H)-quinazolinone in place of 3- isobutyl-2-mercapto-4(3H)-quinazolinone and N-(2-chloroethyl)morpholine in place of 2-chloromethylpyridine hydrochloride. The reactants are COCCN1CCN(CC1)C1=C(C=C(C=C1)[N+](=O)[O-])C (1-(2-methoxy-ethyl)-4-(2-methyl-4-nitro-phenyl)-piperazine), C1CCOC1 (THF). Reagents/catalysts: [Pd] (Pd/C). Solvent: CO (MeOH). The product is COCCN1CCN(CC1)C1=C(C=C(C=C1)N)C (4-[4-(2-Methoxy-ethyl)-piperazin-1-yl]-3-methyl-phenylamine). As a reaction SMILES: [CH3:1][O:2][CH2:3][CH2:4][N:5]1[CH2:10][CH2:9][N:8]([C:11]2[CH:16]=[CH:15][C:14]([N+:17]([O-])=O)=[CH:13][C:12]=2[CH3:20])[CH2:7][CH2:6]1.C1COCC1>CO.[Pd]>[CH3:1][O:2][CH2:3][CH2:4][N:5]1[CH2:10][CH2:9][N:8]([C:11]2[CH:16]=[CH:15][C:14]([NH2:17])=[CH:13][C:12]=2[CH3:20])[CH2:7][CH2:6]1. Procedure details: A solution of 0.85 g (3.04 mmol) 1-(2-methoxy-ethyl)-4-(2-methyl-4-nitro-phenyl)-piperazine in 20 ml MeOH:THF=1:1 is hydrogenated in the presence of 0.2 g 10% Pd/C (Engelhard 4505). The reaction mixture is filtered (2 glass fiber filters used) and the filtrate is concentrated in vacuo to afford the title compound as an oil.